Dataset: the Open Reaction Database (ORD), a public repository of structured organic reaction records. Task: describe an organic reaction: reactants, conditions, products, and yield Reactants: S(=O)(=O)(C1=CC=C(C)C=C1)N1C=C(C2=CC=CC=C12)C=O (1-tosyl-1H-indole-3-carbaldehyde), [BH4-].[Na+] (NaBH4). Run in CO (MeOH). Run at time 10 minute. The product is S(=O)(=O)(C1=CC=C(C)C=C1)N1C=C(C2=CC=CC=C12)CO ((1-tosyl-1H-indol-3-yl)methanol). Isolated yield 92.2%. As a reaction SMILES: [S:1]([N:11]1[C:19]2[C:14](=[CH:15][CH:16]=[CH:17][CH:18]=2)[C:13]([CH:20]=[O:21])=[CH:12]1)([C:4]1[CH:10]=[CH:9][C:7]([CH3:8])=[CH:6][CH:5]=1)(=[O:3])=[O:2].[BH4-].[Na+]>CO>[S:1]([N:11]1[C:19]2[C:14](=[CH:15][CH:16]=[CH:17][CH:18]=2)[C:13]([CH2:20][OH:21])=[CH:12]1)([C:4]1[CH:5]=[CH:6][C:7]([CH3:8])=[CH:9][CH:10]=1)(=[O:2])=[O:3] |f:1.2|. Reported procedure: To a solution of 1-tosyl-1H-indole-3-carbaldehyde (7 g, 23.385 mmol) in MeOH (70 mL), NaBH4 (1.77 g, 46.769 mmol) was added at 0° C. and the mixture was stirred for 10 min. The reaction mixture was allowed to warm to rt and stirring was continued for 18 h. The solvent was removed under reduced pressure at 45° C. and the crude reaction mixture was quenched with saturated aqueous ammonium chloride solution. Ethyl acetate was added and the organic layer was washed with water and brine. The organic ... The product is COc1ccc(-c2ccc3cc(OC)ccc3c2)cc1. As a reaction SMILES: [Br-:14].[Br:1][c:2]1[cH:3][c:4]2[cH:5][cH:6][c:7]([O:12][CH3:13])[cH:8][c:9]2[cH:10][cH:11]1.[CH2:24]1[O:25][CH2:26][CH2:27][CH2:28]1.[CH3:15][O:16][c:17]1[cH:18][cH:19][c:20]([Mg+:23])[cH:21][cH:22]1.[ClH:106].[cH:29]1[cH:30][cH:31][c:32]([P:33]([Pd:34]([P:35]([c:36]2[cH:37][cH:38][cH:39][cH:40][cH:41]2)([c:42]2[cH:43][cH:44][cH:45][cH:46][cH:47]2)[c:48]2[cH:49][cH:50][cH:51][cH:52][cH:53]2)([P:54]([c:55]2[cH:56][cH:57][cH:58][cH:59][cH:60]2)([c:61]2[cH:62][cH:63][cH:64][cH:65][cH:66]2)[c:67]2[cH:68][cH:69][cH:70][cH:71][cH:72]2)[P:73]([c:74]2[cH:75][cH:76][cH:77][cH:78][cH:79]2)([c:80]2[cH:81][cH:82][cH:83][cH:84][cH:85]2)[c:86]2[cH:87][cH:88][cH:89][cH:90][cH:91]2)([c:92]2[cH:93][cH:94][cH:95][cH:96][cH:97]2)[c:98]2[cH:99][cH:100][cH:101][cH:102][cH:103]2)[cH:104][cH:105]1>>[c:2]1(-[c:20]2[cH:19][cH:18][c:17]([O:16][CH3:15])[cH:22][cH:21]2)[cH:3][c:4]2[cH:5][cH:6][c:7]([O:12][CH3:13])[cH:8][c:9]2[cH:10][cH:11]1. Reactants: [Br-], COc1ccc2cc(Br)ccc2c1, C1CCOC1, COc1ccc([Mg+])cc1, Cl, c1ccc(P(c2ccccc2)(c2ccccc2)[Pd](P(c2ccccc2)(c2ccccc2)c2ccccc2)(P(c2ccccc2)(c2ccccc2)c2ccccc2)P(c2ccccc2)(c2ccccc2)c2ccccc2)cc1. The reactants are C(C)(C)(C)OC(=O)N1CCC(CC1)N(CC)CC1=CC(=CC=C1)C1=NC(=NC=C1)Cl (4-{[3-(2-Chloro-pyrimidin-4-yl)-benzyl]-ethyl-amino}-piperidine-1-carboxylic acid tert-butyl ester), N1=CC=C(C=C1)CCN (2-Pyridin-4-yl-ethylamine), 417. Yields the product C(C)N(C1CCNCC1)CC=1C=C(C=CC1)C1=NC(=NC=C1)NCCC1=CC=NC=C1 ((4-{3-[(Ethyl-piperidin-4-yl-amino)-methyl]-phenyl}-pyrimidin-2-yl)-(2-pyridin-4-yl-ethyl)-amine). RXN SMILES: C(OC([N:8]1[CH2:13][CH2:12][CH:11]([N:14]([CH2:17][C:18]2[CH:23]=[CH:22][CH:21]=[C:20]([C:24]3[CH:29]=[CH:28][N:27]=[C:26](Cl)[N:25]=3)[CH:19]=2)[CH2:15][CH3:16])[CH2:10][CH2:9]1)=O)(C)(C)C.[N:31]1[CH:36]=[CH:35][C:34]([CH2:37][CH2:38][NH2:39])=[CH:33][CH:32]=1>>[CH2:15]([N:14]([CH2:17][C:18]1[CH:19]=[C:20]([C:24]2[CH:29]=[CH:28][N:27]=[C:26]([NH:39][CH2:38][CH2:37][C:34]3[CH:35]=[CH:36][N:31]=[CH:32][CH:33]=3)[N:25]=2)[CH:21]=[CH:22][CH:23]=1)[CH:11]1[CH2:12][CH2:13][NH:8][CH2:9][CH2:10]1)[CH3:16]. Reported procedure: Intermediate 84 was coupled with 2-Pyridin-4-yl-ethylamine following procedure F. The resulting product was deprotected following procedure G. LC-MS showed the product had the expected M+H+ of 417. 1H NMR (Varian 300 MHz, CD3OD, shifts relative to the solvent peak at 3.30 ppm) δ 8.72 (d, 2H) 88.3-8.5 (m, 2H) 8.06 (d, 2H) 7.88 (d, 1H) 7.72 (m, 1H) 7.58 (d, 1H) 4.59 (d, 2H) 4.12 (br s, 2H) 3.85 (m, 1H) 3.62 (m, 2H) 3.1-3.45 (m, 6H) 2.48 (m, 2H) 2.18-2.24 (m, 2H) 1.35 (t, 3H). The reactants are C=CCOC1CC(NC(=O)C(F)(F)F)c2cc(C)cc(C)c21, C=CCOC1CC(N)c2cc(OCCC)ccc21. The product is C=CCOC1CC(N)c2cc(C)cc(C)c21. Reaction SMILES: [CH2:19]([CH:20]=[CH2:21])[O:22][CH:23]1[CH2:24][CH:25]([NH:34][C:35](=[O:36])[C:37]([F:38])([F:39])[F:40])[c:26]2[cH:27][c:28]([CH3:33])[cH:29][c:30]([CH3:32])[c:31]21.[CH2:1]([O:2][CH:3]1[c:4]2[c:5]([cH:6][c:7]([O:8][CH2:9][CH2:10][CH3:11])[cH:12][cH:13]2)[CH:14]([NH2:15])[CH2:16]1)[CH:17]=[CH2:18]>>[CH2:19]([CH:20]=[CH2:21])[O:22][CH:23]1[CH2:24][CH:25]([NH2:34])[c:26]2[cH:27][c:28]([CH3:33])[cH:29][c:30]([CH3:32])[c:31]21. Starting materials: C1CCC2=NCCCN2CC1, COCCOC, CS(=O)c1nc(N)nc(-c2ccco2)c1C#N, CN1CCC(O)CC1. Yields the product CN1CCC(Oc2nc(N)nc(-c3ccco3)c2C#N)CC1. RXN SMILES: [CH2:26]1[CH2:27][CH2:28][C:29]2=[N:34][CH2:33][CH2:32][CH2:31][N:30]2[CH2:35][CH2:36]1.[CH3:37][O:38][CH2:39][CH2:40][O:41][CH3:42].[NH2:1][c:2]1[n:3][c:4]([S:15]([CH3:16])=[O:17])[c:5]([C:13]#[N:14])[c:6](-[c:8]2[o:9][cH:10][cH:11][cH:12]2)[n:7]1.[OH:18][CH:19]1[CH2:20][CH2:21][N:22]([CH3:25])[CH2:23][CH2:24]1>>[NH2:1][c:2]1[n:3][c:4]([O:18][CH:19]2[CH2:20][CH2:21][N:22]([CH3:25])[CH2:23][CH2:24]2)[c:5]([C:13]#[N:14])[c:6](-[c:8]2[o:9][cH:10][cH:11][cH:12]2)[n:7]1. The reactants are CC(C)(C)OC(=O)N1CCC(n2ncc3c(Cl)ncnc32)CC1, O=C([O-])[O-], CN(C)C=O, [K+], [K+], [Na+], [Na+], O=C([O-])[O-], Oc1ccc2c(c1)OCO2. Product: CC(C)(C)OC(=O)N1CCC(n2ncc3c(Oc4ccc5c(c4)OCO5)ncnc32)CC1. As a reaction SMILES: [C:11]([CH3:12])([CH3:13])([CH3:14])[O:15][C:16](=[O:17])[N:18]1[CH2:19][CH2:20][CH:21]([n:24]2[n:25][cH:26][c:27]3[c:28]2[n:29][cH:30][n:31][c:32]3[Cl:33])[CH2:22][CH2:23]1.[C:34](=[O:35])([O-:36])[O-:37].[CH3:46][N:47]([CH3:48])[CH:49]=[O:50].[K+:38].[K+:39].[Na+:40].[Na+:41].[O-:42][C:43](=[O:44])[O-:45].[O:1]1[CH2:2][O:3][c:4]2[c:5]1[cH:6][cH:7][c:8]([OH:10])[cH:9]2>>[O:1]1[CH2:2][O:3][c:4]2[c:5]1[cH:6][cH:7][c:8]([O:10][c:32]1[c:27]3[cH:26][n:25][n:24]([CH:21]4[CH2:20][CH2:19][N:18]([C:16]([O:15][C:11]([CH3:12])([CH3:13])[CH3:14])=[O:17])[CH2:23][CH2:22]4)[c:28]3[n:29][cH:30][n:31]1)[cH:9]2. The reactants are C(C)(=O)C1=CC(=C2C=CC=NC2=C1N1C[C@H](CC1)NS(=O)(=O)C)Cl (N-[(3S)-1-(7-acetyl-5-chloroquinolin-8-yl)pyrrolidin-3-yl]methanesulfonamide), C(C)(=O)[O-].[NH4+] (ammonium acetate), C(#N)[BH3-].[Na+] (sodium cyanoborohydride), O1CCCC1 (tetrahydrofuran). Solvent: CO (methanol), C(C)#N (acetonitrile). Reaction conditions: temperature 65 celsius. Product: NC(C)C1=CC(=C2C=CC=NC2=C1N1C[C@H](CC1)NS(=O)(=O)C)Cl (N-{(3S)-1-[7-(1-Aminoethyl)-5-chloroquinolin-8-yl]pyrrolidin-3-yl}methanesulfonamide). RXN SMILES: [C:1]([C:4]1[C:13]([N:14]2[CH2:18][CH2:17][C@H:16]([NH:19][S:20]([CH3:23])(=[O:22])=[O:21])[CH2:15]2)=[C:12]2[C:7]([CH:8]=[CH:9][CH:10]=[N:11]2)=[C:6]([Cl:24])[CH:5]=1)(=O)[CH3:2].C([O-])(=O)C.[NH4+].C([BH3-])#[N:31].[Na+].O1CCCC1>CO.C(#N)C>[NH2:31][CH:1]([C:4]1[C:13]([N:14]2[CH2:18][CH2:17][C@H:16]([NH:19][S:20]([CH3:23])(=[O:22])=[O:21])[CH2:15]2)=[C:12]2[C:7]([CH:8]=[CH:9][CH:10]=[N:11]2)=[C:6]([Cl:24])[CH:5]=1)[CH3:2] |f:1.2,3.4|. Procedure: A mixture of N-[(3S)-1-(7-acetyl-5-chloroquinolin-8-yl)pyrrolidin-3-yl]methanesulfonamide (0.037 g, 0.10 mmol) and ammonium acetate (0.0775 g, 1.00 mmol) in methanol (0.3 mL) and acetonitrile (0.3 mL) was heated at 65° C. in a sealed tube for 1 hour. After cooling to room temperature, to the resulting mixture was added 1.0 M sodium cyanoborohydride in tetrahydrofuran (0.25 mL, 0.25 mmol). The reaction was heated at 65° C. overnight. The mixture was cooled to room temperature, quenched with sat. ...